Dataset: the Open Reaction Database (ORD), a public repository of structured organic reaction records. Task: describe an organic reaction: reactants, conditions, products, and yield Starting materials: Cl.NCC#N (aminoacetonitrile hydrochloride), [OH-].[Na+] (sodium hydroxide), [N+](=O)([O-])C1=CC=C(C=C1)S(=O)(=O)Cl (4-nitrobenzenesulfonyl chloride). The solvent is O (water). Run at temperature 20 celsius, time 18 hour. The product is C(#N)CNS(=O)(=O)C1=CC=C(C=C1)[N+](=O)[O-] (N-Cyanomethyl 4-nitrophenylsulfonamide). Isolated yield 72.5%. As a reaction SMILES: Cl.[NH2:2][CH2:3][C:4]#[N:5].[OH-].[Na+].[N+:8]([C:11]1[CH:16]=[CH:15][C:14]([S:17](Cl)(=[O:19])=[O:18])=[CH:13][CH:12]=1)([O-:10])=[O:9]>O>[C:4]([CH2:3][NH:2][S:17]([C:14]1[CH:13]=[CH:12][C:11]([N+:8]([O-:10])=[O:9])=[CH:16][CH:15]=1)(=[O:18])=[O:19])#[N:5] |f:0.1,2.3|. Reported procedure: To a stirred solution of 27.8 g (0.3 moles) aminoacetonitrile hydrochloride in 200 ml water, 24 g (0.3 moles) sodium hydroxide (50% aqueous) were added. The resulting mixture was cooled to about 20° C. with an ice bath. The ice bath was removed; then 22.2 g (0.1 mole) 4-nitrobenzenesulfonyl chloride were added. The reaction mixture was stirred 18 hours at ambient temperature. The solids were filtered. The resulting wet cake was crystallized from 50 ml ethanol. The solids were dried in vacuo to g... Reactants: S1C2=C(C=C1)C(=CC=C2)CC(=O)O (benzo[b]thiophene-4-acetic acid), C(=O)(C=1NC=CN1)C=1NC=CN1 (carbonyl di-imidazole), CN[C@H]1[C@@H](CCCC1)N1CCCCC1 (trans-(±)-N-methyl-2-(1-piperidinyl)cyclohexanamine). The solvent is O1CCCC1 (tetrahydrofuran), O1CCCC1 (tetrahydrofuran). Yields the product CN(C(CC1=CC=CC=2SC=CC21)=O)[C@H]2[C@@H](CCCC2)N2CCCCC2 (trans-(±)-N-methyl-N-[2-(1-piperidinyl)cyclohexyl]benzo[b]thiophene-4-acetamide). Isolated yield 71.6%. RXN SMILES: [S:1]1[CH:5]=[CH:4][C:3]2[C:6]([CH2:10][C:11]([OH:13])=O)=[CH:7][CH:8]=[CH:9][C:2]1=2.C(C1NC=CN=1)(C1NC=CN=1)=O.[CH3:26][NH:27][C@@H:28]1[CH2:33][CH2:32][CH2:31][CH2:30][C@H:29]1[N:34]1[CH2:39][CH2:38][CH2:37][CH2:36][CH2:35]1>O1CCCC1>[CH3:26][N:27]([C@@H:28]1[CH2:33][CH2:32][CH2:31][CH2:30][C@H:29]1[N:34]1[CH2:39][CH2:38][CH2:37][CH2:36][CH2:35]1)[C:11](=[O:13])[CH2:10][C:6]1[C:3]2[CH:4]=[CH:5][S:1][C:2]=2[CH:9]=[CH:8][CH:7]=1. Procedure details: A stirred solution of benzo[b]thiophene-4-acetic acid (0.50 g, 2.6 mmol) and carbonyl di-imidazole (0.46 g, 2.8 mmol) in tetrahydrofuran (5 ml) was heated with a solution of trans-(±)-N-methyl-2-(1-piperidinyl)cyclohexanamine (0.46 g, 2.3 mmol) in tetrahydrofuran (2 ml). This mixture was heated to reflux for five minutes, concentrated in vacuo, poured into saturated aqueous sodium bicarbonate (30 ml) and extracted with dichloromethane (2×20 ml) to give an oil which on trituration with diethyl et...